This data is from the Open Reaction Database (ORD), a public repository of structured organic reaction records. The task is: describe an organic reaction: reactants, conditions, products, and yield Reactants: CCCc1nc2c(C)cc(-c3nc4ccccc4n3C)cc2n1Cc1ccc(-c2ccccc2C(=O)OC(C)(C)C)cc1, CN(C)C=O, O=C(O)C(F)(F)F. Yields the product CCCc1nc2c(C)cc(-c3nc4ccccc4n3C)cc2n1Cc1ccc(-c2ccccc2C(=O)O)cc1. As a reaction SMILES: [CH2:1]([CH2:2][CH3:3])[c:4]1[n:5][c:6]2[c:7]([n:8]1[CH2:9][c:10]1[cH:11][cH:12][c:13](-[c:16]3[c:17]([C:22](=[O:23])[O:24][C:25]([CH3:26])([CH3:27])[CH3:28])[cH:18][cH:19][cH:20][cH:21]3)[cH:14][cH:15]1)[cH:29][c:30](-[c:34]1[n:35][c:36]3[c:37]([n:38]1[CH3:39])[cH:40][cH:41][cH:42][cH:43]3)[cH:31][c:32]2[CH3:33].[CH3:51][N:52]([CH3:53])[CH:54]=[O:55].[OH:44][C:45]([C:46]([F:47])([F:48])[F:49])=[O:50]>>[CH2:1]([CH2:2][CH3:3])[c:4]1[n:5][c:6]2[c:7]([n:8]1[CH2:9][c:10]1[cH:11][cH:12][c:13](-[c:16]3[c:17]([C:22](=[O:23])[OH:24])[cH:18][cH:19][cH:20][cH:21]3)[cH:14][cH:15]1)[cH:29][c:30](-[c:34]1[n:35][c:36]3[c:37]([n:38]1[CH3:39])[cH:40][cH:41][cH:42][cH:43]3)[cH:31][c:32]2[CH3:33]. The reactants are ClC1=NC(=NC(=C1)N1[C@@H](CCC1)C(F)(F)F)NC (4-Chloro-N-methyl-6-[(2S)-2-(trifluoromethyl)-1-pyrrolidinyl]-2-pyrimidinamine), C(#N)C1=C(C=C(C=C1F)B(O)O)F ((4-cyano-3,5-difluorophenyl)boronic acid), C(=O)(O)[O-].[Na+] (NaHCO3). The reagents and catalysts are C=1C=CC(=CC1)[P](C=2C=CC=CC2)(C=3C=CC=CC3)[Pd]([P](C=4C=CC=CC4)(C=5C=CC=CC5)C=6C=CC=CC6)([P](C=7C=CC=CC7)(C=8C=CC=CC8)C=9C=CC=CC9)[P](C=1C=CC=CC1)(C=1C=CC=CC1)C=1C=CC=CC1 (Pd(Ph3P)4). Solvent: O1CCOCC1 (1,4-dioxane). Conditions: temperature 100 celsius. Yields the product FC1=C(C#N)C(=CC(=C1)C1=NC(=NC(=C1)N1[C@@H](CCC1)C(F)(F)F)NC)F (2,6-Difluoro-4-{2-(methylamino)-6-[(2S)-2-(trifluoromethyl)-1-pyrrolidinyl]-4-pyrimidinyl}benzonitrile). The yield is 55.2%. As a reaction SMILES: Cl[C:2]1[CH:7]=[C:6]([N:8]2[CH2:12][CH2:11][CH2:10][C@H:9]2[C:13]([F:16])([F:15])[F:14])[N:5]=[C:4]([NH:17][CH3:18])[N:3]=1.[C:19]([C:21]1[C:26]([F:27])=[CH:25][C:24](B(O)O)=[CH:23][C:22]=1[F:31])#[N:20].C([O-])(O)=O.[Na+]>O1CCOCC1.C1C=CC([P]([Pd]([P](C2C=CC=CC=2)(C2C=CC=CC=2)C2C=CC=CC=2)([P](C2C=CC=CC=2)(C2C=CC=CC=2)C2C=CC=CC=2)[P](C2C=CC=CC=2)(C2C=CC=CC=2)C2C=CC=CC=2)(C2C=CC=CC=2)C2C=CC=CC=2)=CC=1>[F:27][C:26]1[CH:25]=[C:24]([C:2]2[CH:7]=[C:6]([N:8]3[CH2:12][CH2:11][CH2:10][C@H:9]3[C:13]([F:16])([F:15])[F:14])[N:5]=[C:4]([NH:17][CH3:18])[N:3]=2)[CH:23]=[C:22]([F:31])[C:21]=1[C:19]#[N:20] |f:2.3,^1:46,48,67,86|. Reported procedure: 4-Chloro-N-methyl-6-[(2S)-2-(trifluoromethyl)-1-pyrrolidinyl]-2-pyrimidinamine (600 mg, 2.138 mmol) and (4-cyano-3,5-difluorophenyl)boronic acid (587 mg, 3.21 mmol) were dissolved in 1,4-dioxane (10 mL) in a 20 mL sealable vial. Saturated NaHCO3 solution (5 mL) was added, and N2 gas was bubbled through the mixture for 10 minutes. Then Pd(Ph3P)4 (371 mg, 0.321 mmol) was added, and N2 gas was bubbled through the mixture for an additional 5 minutes. The reaction vial was then capped and heated at 1... Product: O=C1N(C(C=C1)=O)CCC(NCCCOCCOCCOCCCNC1=CC=C(C(=O)C2=CC=C(OCCCNC(CCOCCOCCOCCOCCNC(CCCCC3SCC4NC(NC43)=O)=O)=O)C=C2)C=C1)=O (N-(3-(4-(4-((17-(2,5-dioxo-2,5-dihydro-1H-pyrrol-1-yl)-15-oxo-4,7,10-trioxa-14-azaheptadecyl)-amino)benzoyl)phenoxy)propyl)-1-(5-(2-oxohexahydro-1H-thieno[3,4-d]imidazol-4-yl)pentanamido)-3,6,9,12-tetraoxapentadecan-15-amide). RXN SMILES: [O:1]=[C:2]1[CH:6]=[CH:5][C:4](=[O:7])[N:3]1[CH2:8][CH2:9][C:10]([O:12]N1C(=O)CCC1=O)=O.[NH2:20][CH2:21][CH2:22][CH2:23][O:24][CH2:25][CH2:26][O:27][CH2:28][CH2:29][O:30][CH2:31][CH2:32][CH2:33][NH:34][C:35]1[CH:85]=[CH:84][C:38]([C:39]([C:41]2[CH:83]=[CH:82][C:44]([O:45][CH2:46][CH2:47][CH2:48][NH:49][C:50](=[O:81])[CH2:51][CH2:52][O:53][CH2:54][CH2:55][O:56][CH2:57][CH2:58][O:59][CH2:60][CH2:61][O:62][CH2:63][CH2:64][NH:65][C:66](=[O:80])[CH2:67][CH2:68][CH2:69][CH2:70][CH:71]3[CH:78]4[CH:74]([NH:75][C:76](=[O:79])[NH:77]4)[CH2:73][S:72]3)=[CH:43][CH:42]=2)=[O:40])=[CH:37][CH:36]=1>C(Cl)Cl>[O:7]=[C:4]1[CH:5]=[CH:6][C:2](=[O:1])[N:3]1[CH2:8][CH2:9][C:10](=[O:12])[NH:20][CH2:21][CH2:22][CH2:23][O:24][CH2:25][CH2:26][O:27][CH2:28][CH2:29][O:30][CH2:31][CH2:32][CH2:33][NH:34][C:35]1[CH:36]=[CH:37][C:38]([C:39]([C:41]2[CH:83]=[CH:82][C:44]([O:45][CH2:46][CH2:47][CH2:48][NH:49][C:50](=[O:81])[CH2:51][CH2:52][O:53][CH2:54][CH2:55][O:56][CH2:57][CH2:58][O:59][CH2:60][CH2:61][O:62][CH2:63][CH2:64][NH:65][C:66](=[O:80])[CH2:67][CH2:68][CH2:69][CH2:70][CH:71]3[CH:78]4[CH:74]([NH:75][C:76](=[O:79])[NH:77]4)[CH2:73][S:72]3)=[CH:43][CH:42]=2)=[O:40])=[CH:84][CH:85]=1. The solvent is C(Cl)Cl (DCM). Starting materials: O=C1N(C(C=C1)=O)CCC(=O)ON1C(CCC1=O)=O (2,5-dioxopyrrolidin-1-yl 3-(2,5-dioxo-2,5-dihydro-1H-pyrrol-1-yl)propanoate), NCCCOCCOCCOCCCNC1=CC=C(C(=O)C2=CC=C(OCCCNC(CCOCCOCCOCCOCCNC(CCCCC3SCC4NC(NC43)=O)=O)=O)C=C2)C=C1 (N-(3-(4-(4-((3-(2-(2-(3-aminopropoxy)ethoxy)ethoxy)propyl)amino)-benzoyl)phenoxy)propyl)-1-(5-(2-oxohexahydro-1H-thieno[3,4-d]imidazol-4-yl)pentanamido)-3,6,9,12-tetraoxapentadecan-15-amide). Yield: 73.5%. Reported procedure: 2,5-dioxopyrrolidin-1-yl 3-(2,5-dioxo-2,5-dihydro-1H-pyrrol-1-yl)propanoate (0.65 g, 2.43 mmol) was added to a solution of crude N-(3-(4-(4-((3-(2-(2-(3-aminopropoxy)ethoxy)ethoxy)propyl)amino)-benzoyl)phenoxy)propyl)-1-(5-(2-oxohexahydro-1H-thieno[3,4-d]imidazol-4-yl)pentanamido)-3,6,9,12-tetraoxapentadecan-15-amide (2 g, 2.11 mmol) in DCM (20 mL) and the reaction mixture was stirred for 2 hs at room temperature. Upon completion, reaction was then concentrated under reduced pressure, and purifi... Starting materials: C1(=CC=CC=C1)N(C(=O)Cl)C1=CC=CC=C1 (diphenylcarbamoyl chloride), Cl.Cl.N1C(CNCC1)C(=O)O (piperazine-2-carboxylic acid dihydrochloride), [OH-].[Na+] (sodium hydroxide), Cl (hydrochloric acid). Solvent: C(C)#N (acetonitrile). Conditions: time 4 hour. Yields the product C1(=CC=CC=C1)N(C(=O)N1C(CN(CC1)C(N(C1=CC=CC=C1)C1=CC=CC=C1)=O)C(=O)O)C1=CC=CC=C1 ((±)-1,4-bis(diphenylcarbamoyl)piperazine2-carboxylic acid). The yield is 26.0%. RXN SMILES: [C:1]1([N:7]([C:11]2[CH:16]=[CH:15][CH:14]=[CH:13][CH:12]=2)[C:8](Cl)=[O:9])[CH:6]=[CH:5][CH:4]=[CH:3][CH:2]=1.Cl.Cl.[NH:19]1[CH2:24][CH2:23][NH:22][CH2:21][CH:20]1[C:25]([OH:27])=[O:26].[OH-:28].[Na+].Cl>C(#N)C>[C:1]1([N:7]([C:11]2[CH:16]=[CH:15][CH:14]=[CH:13][CH:12]=2)[C:8]([N:19]2[CH2:24][CH2:23][N:22]([C:8](=[O:28])[N:7]([C:1]3[CH:6]=[CH:5][CH:4]=[CH:3][CH:2]=3)[C:11]3[CH:16]=[CH:15][CH:14]=[CH:13][CH:12]=3)[CH2:21][CH:20]2[C:25]([OH:27])=[O:26])=[O:9])[CH:6]=[CH:5][CH:4]=[CH:3][CH:2]=1 |f:1.2.3,4.5|. Reported procedure: A solution of 946 mg (4 mmole) of 98% diphenylcarbamoyl chloride in 4 ml of acetonitrile was added dropwise to a stirring solution of 406.2 mg (2 mmole) of piperazine-2-carboxylic acid dihydrochloride [E. Felder, S. Maffei, S. Pietra and D. Pitre, Helv. Chim., Acta. 43, 888 (1960)] in 4 ml of 2.5N-sodium hydroxide at a temperature between 0° and 5° C. After the addition was completed, the stirring was continued for 4 hours and the solution was acidified with 2N-hydrochloric acid while cooling in... The reactants are C(C(=O)Cl)(=O)Cl (oxalyl chloride), [Na+].[Cl-] (NaCl), O (water), C1CC(=O)N(C1=O)Cl (NCS), C1CC12CC(C2)CO (Spiro[2.3]hexan-5-ylmethanol). The solvent is ClCCl (dichloromethane), ClCCl (dichloromethane), CS(=O)C (DMSO), C(C)N(CC)CC (triethylamine), ClCCl (dichloromethane), ClCCl (dichloromethane). Reaction conditions: time 2 minute. Product: ON=C(C1CC2(CC2)C1)Cl (N-hydroxyspiro[2.3]hexane-5-carbimidoyl chloride). RXN SMILES: C(Cl)(=O)C(Cl)=O.[CH2:7]1[C:9]2([CH2:12][CH:11]([CH2:13]O)[CH2:10]2)[CH2:8]1.C1C(=O)[N:19](Cl)C(=O)C1.[Na+].[Cl-:24].[OH2:25]>ClCCl.C(N(CC)CC)C.CS(C)=O>[OH:25][N:19]=[C:13]([Cl:24])[CH:11]1[CH2:12][C:9]2([CH2:7][CH2:8]2)[CH2:10]1 |f:3.4|. Procedure: A cold (−78° C.) solution of oxalyl chloride (0.58 mL, 6.7 mmol) in dichloromethane (13 mL) was treated with the dropwise addition of DMSO (0.74 mL) in dichloromethane (4 mL). After 2 minutes, I-13C (684 mg, 6.10 mmol) in dichloromethane (8 mL) was introduced. After 15 minutes, triethylamine (4.25 mL) was introduced dropwise. The reaction was then warmed to room temperature and diluted with dichloromethane and water. The organic phase was collected and washed with 1N HCl (aq.), water, saturated ... The reactants are CC(=O)OC(C)=O, CC1=NN=C(c2ccc([N+](=O)[O-])c(C)c2)c2cc(Cl)ccc2C1. The product is CC(=O)N1N=C(c2ccc([N+](=O)[O-])c(C)c2)c2cc(Cl)ccc2C=C1C. RXN SMILES: [CH3:24][C:25](=[O:26])[O:27][C:28](=[O:29])[CH3:30].[Cl:1][c:2]1[cH:3][c:4]2[c:5]([cH:22][cH:23]1)[CH2:6][C:7]([CH3:21])=[N:8][N:9]=[C:10]2[c:11]1[cH:12][c:13]([CH3:20])[c:14]([N+:17](=[O:18])[O-:19])[cH:15][cH:16]1>>[Cl:1][c:2]1[cH:3][c:4]2[c:5]([cH:22][cH:23]1)[CH:6]=[C:7]([CH3:21])[N:8]([C:25]([CH3:24])=[O:26])[N:9]=[C:10]2[c:11]1[cH:12][c:13]([CH3:20])[c:14]([N+:17](=[O:18])[O-:19])[cH:15][cH:16]1. Reactants: Br, CC(=O)O, CCCCCCCCCCCCCCCCNc1ccc(CO)cc1, ClCCl, CC(=O)[O-], [Na+]. The product is CCCCCCCCCCCCCCCCNc1ccc(COC(C)=O)cc1. As a reaction SMILES: [BrH:6].[C:7]([OH:8])(=[O:9])[CH3:10].[CH2:11]([CH2:12][CH2:13][CH2:14][CH2:15][CH2:16][CH2:17][CH2:18][CH2:19][CH2:20][CH2:21][CH2:22][CH2:23][CH2:24][CH2:25][CH3:26])[NH:27][c:28]1[cH:29][cH:30][c:31]([CH2:32][OH:33])[cH:34][cH:35]1.[CH2:36]([Cl:37])[Cl:38].[CH3:2][C:3]([O-:4])=[O:5].[Na+:1]>>[CH3:2][C:3]([O:4][CH2:32][c:31]1[cH:30][cH:29][c:28]([NH:27][CH2:11][CH2:12][CH2:13][CH2:14][CH2:15][CH2:16][CH2:17][CH2:18][CH2:19][CH2:20][CH2:21][CH2:22][CH2:23][CH2:24][CH2:25][CH3:26])[cH:35][cH:34]1)=[O:5].